describe an organic reaction: reactants, conditions, products, and yield From a dataset of the Open Reaction Database (ORD), a public repository of structured organic reaction records. Starting materials: CCN(C(C)C)C(C)C, O=C(Cl)CCl, ClCCl, CC(C)(C)OC(=O)N1CCCC1CN. The product is CC(C)(C)OC(=O)N1CCCC1CNC(=O)CCl. RXN SMILES: [CH:1]([N:2]([CH2:3][CH3:4])[CH:5]([CH3:6])[CH3:7])([CH3:8])[CH3:9].[Cl:24][CH2:25][C:26](=[O:27])[Cl:28].[Cl:29][CH2:30][Cl:31].[NH2:10][CH2:11][CH:12]1[N:13]([C:17](=[O:18])[O:19][C:20]([CH3:21])([CH3:22])[CH3:23])[CH2:14][CH2:15][CH2:16]1>>[NH:10]([CH2:11][CH:12]1[N:13]([C:17](=[O:18])[O:19][C:20]([CH3:21])([CH3:22])[CH3:23])[CH2:14][CH2:15][CH2:16]1)[C:26]([CH2:25][Cl:24])=[O:27]. Reactants: O=C(O)CC(=O)O, CC[K], Cl, O. The product is CCC(C(=O)O)C(=O)O. As a reaction SMILES: [C:1]([CH2:2][C:3](=[O:4])[OH:5])(=[O:6])[OH:7].[CH2:8]([CH3:9])[K:10].[ClH:11].[OH2:12]>>[C:1]([CH:2]([C:3](=[O:4])[OH:5])[CH2:8][CH3:9])(=[O:6])[OH:7]. The reactants are C(CCC)[Mg]CCCC (dibutylmagnesium), C(CCC)[Li] (n-butyllithium), O=C1CCN(CC1)C(=O)OC(C)(C)C (tert-butyl 4-oxo-1-piperidinecarboxylate), BrC1=CC=C(C=C1)C1(CC1)C(=O)O (1-(4-bromophenyl)cyclopropanecarboxylic acid). Solvent: CCCCCCC (heptane), CCCCCC (hexane), C1CCOC1 (THF), O1CCCC1 (tetrahydrofuran). Reaction conditions: time 1 hour. Product: C(C)(C)(C)OC(=O)N1CCC(CC1)(O)C1=CC=C(C=C1)C1(CC1)C(=O)O (1-{4-[1-(tert-butoxycarbonyl)-4-hydroxypiperidin-4-yl]phenyl}cyclopropanecarboxylic acid). Reaction SMILES: Br[C:2]1[CH:7]=[CH:6][C:5]([C:8]2([C:11]([OH:13])=[O:12])[CH2:10][CH2:9]2)=[CH:4][CH:3]=1.C([Mg]CCCC)CCC.C([Li])CCC.[O:28]=[C:29]1[CH2:34][CH2:33][N:32]([C:35]([O:37][C:38]([CH3:41])([CH3:40])[CH3:39])=[O:36])[CH2:31][CH2:30]1>CCCCCCC.CCCCCC.C1COCC1>[C:38]([O:37][C:35]([N:32]1[CH2:33][CH2:34][C:29]([C:2]2[CH:7]=[CH:6][C:5]([C:8]3([C:11]([OH:13])=[O:12])[CH2:10][CH2:9]3)=[CH:4][CH:3]=2)([OH:28])[CH2:30][CH2:31]1)=[O:36])([CH3:41])([CH3:39])[CH3:40]. Procedure details: A solution of 1-(4-bromophenyl)cyclopropanecarboxylic acid (1000.0 mg, 0.0041480 mol) in tetrahydrofuran (30 mL, 0.4 mol) was cooled below −20° C. under a N2 atmosphere and dibutylmagnesium in heptane (1.0 M, 2.2 mL) was slowly added to the solution while the reaction temperature was maintained below −20° C. Then 2.5 M of n-butyllithium in hexane (1.8 mL) was slowly added to the mixture below −20° C. under effective stirring. After stirring below −20° C. for 1 h, a solution of tert-butyl 4-oxo-1... Reactants: [OH-].C(C1=CC=CC=C1)[N+](C)(C)C (benzyltrimethylammonium hydroxide), O (water), C(#N)C=1C=C2C3C(C(OC2=CC1)(C)C)O3 (6-cyano-2,2-dimethyl-3,4-epoxychromane), OC1=NC=CC=C1 (2-hydroxypyridine), methanolic solution. The solvent is O1CCOCC1 (dioxane). Product: C(#N)C=1C=C2[C@H]([C@@H](C(OC2=CC1)(C)C)O)N1C(C=CC=C1)=O (trans-6-Cyano-4-(1,2-dihydro-2-oxopyrid-1-yl)-2,2-dimethylchroman-3-ol). Yield: 61.1%. As a reaction SMILES: [C:1]([C:3]1[CH:4]=[C:5]2[C:10](=[CH:11][CH:12]=1)[O:9][C:8]([CH3:14])([CH3:13])[CH:7]1[O:15][CH:6]21)#[N:2].[OH:16][C:17]1[CH:22]=[CH:21][CH:20]=[CH:19][N:18]=1.[OH-].C([N+](C)(C)C)C1C=CC=CC=1.O>O1CCOCC1>[C:1]([C:3]1[CH:4]=[C:5]2[C:10](=[CH:11][CH:12]=1)[O:9][C:8]([CH3:14])([CH3:13])[C@@H:7]([OH:15])[C@@H:6]2[N:18]1[CH:19]=[CH:20][CH:21]=[CH:22][C:17]1=[O:16])#[N:2] |f:2.3|. Reported procedure: 1 g of 6-cyano-2,2-dimethyl-3,4-epoxychromane is refluxed for 40 hours with 1 g of 2-hydroxypyridine in 10 ml of dioxane, in the presence of 0.20 ml of a methanolic solution containing 35% of benzyltrimethylammonium hydroxide. The mixture is taken up with 30 ml of water and the precipitate obtained is filtered off, washed with isopropyl ether and then recrystallized from 20 ml of absolute ethyl alcohol to give 0.9 g of the expected product. Reactants: N[C@@H](CCC(=O)O)C(=O)O (L-glutamic acid), C(C1=CC=CC=C1)=O (benzaldehyde), [OH-].[Na+] (sodium hydroxide). The reagents and catalysts are [Pd] (palladium on carbon). The solvent is O (water). Conditions: time 3 hour. Product: C(C1=CC=CC=C1)N[C@@H](CCC(=O)O)C(=O)O (N-benzyl-L-glutamic acid). Isolated yield 46.4%. As a reaction SMILES: [NH2:1][C@H:2]([C:8]([OH:10])=[O:9])[CH2:3][CH2:4][C:5]([OH:7])=[O:6].[CH:11](=O)[C:12]1[CH:17]=[CH:16][CH:15]=[CH:14][CH:13]=1.[OH-].[Na+]>[Pd].O>[CH2:11]([NH:1][C@H:2]([C:8]([OH:10])=[O:9])[CH2:3][CH2:4][C:5]([OH:7])=[O:6])[C:12]1[CH:17]=[CH:16][CH:15]=[CH:14][CH:13]=1 |f:2.3|. Procedure: A mixture of 74.5 g (0.5 mol) of L-glutamic acid, 54 g (0.5 mol) of benzaldehyde, 41 g (1.0 mol) of sodium hydroxide, and 1 liter of water was stirred at room temperature for 3 hours. A 5 g portion of 10% palladium on carbon catalyst was added and the mixture hydrogenated for 83 minutes at 51 psig. The catalyst was filtered and the pH of the filtrate was adjusted to 4.2 with 1 N HCl. The solids were filtered, washed with water and dried to give 55.1 g of N-benzyl-L-glutamic acid mp 151°-153° dec... The reactants are NC1=NC2(CO1)c1cc(I)ccc1Oc1ncc(Br)cc12, O=C([O-])[O-], C1CCOC1, CCOC(C)=O, [K+], [K+], O, OB(O)c1cncnc1. Product: NC1=NC2(CO1)c1cc(-c3cncnc3)ccc1Oc1ncc(Br)cc12. Reaction SMILES: [Br:1][c:2]1[cH:3][c:4]2[c:5]([n:6][cH:7]1)[O:8][c:9]1[cH:10][cH:11][c:12]([I:21])[cH:13][c:14]1[C:15]21[N:16]=[C:17]([NH2:20])[O:18][CH2:19]1.[C:36](=[O:37])([O-:38])[O-:39].[CH2:31]1[O:32][CH2:33][CH2:34][CH2:35]1.[CH3:43][CH2:44][O:45][C:46](=[O:47])[CH3:48].[K+:40].[K+:41].[OH2:42].[n:22]1[cH:23][n:24][cH:25][c:26]([B:28]([OH:29])[OH:30])[cH:27]1>>[Br:1][c:2]1[cH:3][c:4]2[c:5]([n:6][cH:7]1)[O:8][c:9]1[cH:10][cH:11][c:12](-[c:26]3[cH:25][n:24][cH:23][n:22][cH:27]3)[cH:13][c:14]1[C:15]21[N:16]=[C:17]([NH2:20])[O:18][CH2:19]1. The reactants are Cl (HCl), C(CCC)[Li] (n-Butyllithium), ClC1=C(C=CC(=C1)F)I (2-chloro-4-fluoro-1-iodobenzene), COB(OC)OC (trimethylborate). The solvent is C1CCOC1 (THF). Yields the product ClC1=C(C=CC(=C1)F)B(O)O ((2-chloro-4-fluorophenyl)boronic acid). Reaction SMILES: C([Li])CCC.[Cl:6][C:7]1[CH:12]=[C:11]([F:13])[CH:10]=[CH:9][C:8]=1I.C[O:16][B:17](OC)[O:18]C.Cl>C1COCC1>[Cl:6][C:7]1[CH:12]=[C:11]([F:13])[CH:10]=[CH:9][C:8]=1[B:17]([OH:18])[OH:16]. Procedure: n-Butyllithium (1.6 M solution in hexanes, 23.5 mmol, 14.7 mL) was added to 2-chloro-4-fluoro-1-iodobenzene (19.6 mmol, 5.0 g) in THF (120 mL) at −78° C. under an atmosphere of nitrogen. After stirring for thirty minutes the trimethylborate (76.6 mmol, 8.7 mL) was added over twenty minutes. The reaction was allowed to warm to room temperature overnight while stirring. The solution was then acidified with HCl (3 M, 200 mL), and extracted into EtOAc. The EtOAc was then extracted with NaOH (1 N, 4×... Reactants: C(C)C(CC)NC1=C(C(=NC(=C1)C)OC1=C(C=C(C=O)C=C1C)C)C (4-[4-(1-Ethyl-propylamino)-3,6-dimethyl-pyridin-2-yloxy]-3,5-dimethyl-benzaldehyde), [BH4-].[Na+] (sodium borohydride). The solvent is CO (methanol). Yields the product C(C)C(CC)NC1=C(C(=NC(=C1)C)OC1=C(C=C(C=C1C)CO)C)C ({4-[4-(1-Ethyl-propylamino)-3,6-dimethyl-pyridin-2-yloxy]-3,5-dimethyl-phenyl}-methanol). RXN SMILES: [CH2:1]([CH:3]([NH:6][C:7]1[CH:12]=[C:11]([CH3:13])[N:10]=[C:9]([O:14][C:15]2[C:22]([CH3:23])=[CH:21][C:18]([CH:19]=[O:20])=[CH:17][C:16]=2[CH3:24])[C:8]=1[CH3:25])[CH2:4][CH3:5])[CH3:2].[BH4-].[Na+]>CO>[CH2:1]([CH:3]([NH:6][C:7]1[CH:12]=[C:11]([CH3:13])[N:10]=[C:9]([O:14][C:15]2[C:16]([CH3:24])=[CH:17][C:18]([CH2:19][OH:20])=[CH:21][C:22]=2[CH3:23])[C:8]=1[CH3:25])[CH2:4][CH3:5])[CH3:2] |f:1.2|. Procedure: A mixture of 4-[4-(1-Ethyl-propylamino)-3,6-dimethyl-pyridin-2-yloxy]-3,5-dimethyl-benzaldehyde and sodium borohydride in methanol was stirred at room temperature. After standard work-up procedure and purification, the title compound was obtained as a solid. 1H NMR(CDCl3) d 7.06(s, 2H), 6.08(s, 1H), 4.64(s, 2H), 3.74(d, 1H), 3.33(m, 1H), 2.14(s, 3H), 2.13(s, 3H), 2.11(s, 6H) ppm. The reactants are CC(C)(C)OC(=O)N1CCC(N)CC1, ClCCCl, O=C(O)CCC(=O)C1CCCC1, ClCCl, Cl, On1nnc2ccccc21. Yields the product CC(C)(C)OC(=O)N1CCC(NC(=O)CCC(=O)C2CCCC2)CC1. As a reaction SMILES: [C:1]([CH3:2])([CH3:3])([CH3:4])[O:5][C:6](=[O:7])[N:8]1[CH2:9][CH2:10][CH:11]([NH2:14])[CH2:12][CH2:13]1.[CH2:27]([Cl:28])[CH2:29][Cl:30].[CH:15]1([C:20]([CH2:21][CH2:22][C:23](=[O:24])[OH:25])=[O:26])[CH2:16][CH2:17][CH2:18][CH2:19]1.[Cl:42][CH2:43][Cl:44].[ClH:31].[OH:32][n:33]1[c:34]2[c:35]([cH:36][cH:37][cH:38][cH:39]2)[n:40][n:41]1>>[C:1]([CH3:2])([CH3:3])([CH3:4])[O:5][C:6](=[O:7])[N:8]1[CH2:9][CH2:10][CH:11]([NH:14][C:23]([CH2:22][CH2:21][C:20]([CH:15]2[CH2:16][CH2:17][CH2:18][CH2:19]2)=[O:26])=[O:24])[CH2:12][CH2:13]1. The reactants are [BH4-].[Na+] (sodium borohydride), C(C)(=O)C1=CC=C(C=C1)C=1C=CN2C(C(=CC(=C2C1C)C1CC1)C(=O)OCC)=O (ethyl 8-(4-acetylphenyl)-1-cyclopropyl-9-methyl-4-oxo-4H-quinolizine-3-carboxylate), O (Water). Run in C(C)O (ethanol). Run at time 14 hour. Product: C1(CC1)C=1C=C(C(N2C=CC(=C(C12)C)C1=CC=C(C=C1)C(C)O)=O)C(=O)OCC (ethyl 1-cyclopropyl-8-[4-(1-hydroxyethyl)phenyl]-9-methyl-4-oxo-4H-quinolizine-3-carboxylate). The yield is 69.6%. RXN SMILES: [C:1]([C:4]1[CH:9]=[CH:8][C:7]([C:10]2[CH:11]=[CH:12][N:13]3[C:18]([C:19]=2[CH3:20])=[C:17]([CH:21]2[CH2:23][CH2:22]2)[CH:16]=[C:15]([C:24]([O:26][CH2:27][CH3:28])=[O:25])[C:14]3=[O:29])=[CH:6][CH:5]=1)(=[O:3])[CH3:2].[BH4-].[Na+].O>C(O)C>[CH:21]1([C:17]2[CH:16]=[C:15]([C:24]([O:26][CH2:27][CH3:28])=[O:25])[C:14](=[O:29])[N:13]3[C:18]=2[C:19]([CH3:20])=[C:10]([C:7]2[CH:8]=[CH:9][C:4]([CH:1]([OH:3])[CH3:2])=[CH:5][CH:6]=2)[CH:11]=[CH:12]3)[CH2:22][CH2:23]1 |f:1.2|. Reported procedure: 50 mg of ethyl 8-(4-acetylphenyl)-1-cyclopropyl-9-methyl-4-oxo-4H-quinolizine-3-carboxylate (Example 3) was dissolved in 1 ml of ethanol. 9 mg of sodium borohydride was added to the obtained solution, and they were stirred at room temperature for 14 hours. Water was added to the reaction mixture. After the extraction with chloroform, the organic layer was dried over anhydrous sodium sulfate. The solvent was evaporated under reduced pressure, and the obtained residue was purified by the silica ge...